Dataset: the Open Reaction Database (ORD), a public repository of structured organic reaction records. Task: describe an organic reaction: reactants, conditions, products, and yield Procedure: To a solution of (S)-tert-butyl (2-hydroxy-2-methyl-1-(o-tolyl)propyl)carbamate (1 g, 3.5 mmol) in THF (20 mL) was added potassium tert-butoxide (803.37 mg, 7.1 mmol) at 0-5° C. The resulting reaction mixture was stirred for 2 hours at ambient temperature. After completion of the reaction (monitored by TLC, TLC system: 50% EtOAc in hexane), the reaction mixture was quenched with ice water and extracted with EtOAc. The combined organic layers were washed with, water, washed with saturated NaCl so... Reaction conditions: time 2 hour. As a reaction SMILES: OC(C)(C)[C@@H:3]([NH:11][C:12](=[O:18])[O:13][C:14]([CH3:17])([CH3:16])C)[C:4]1[CH:9]=[CH:8][CH:7]=[CH:6][C:5]=1[CH3:10].CC(C)([O-])C.[K+].CCOC(C)=O>C1COCC1.CCCCCC>[CH3:17][C:14]1([CH3:16])[O:13][C:12](=[O:18])[NH:11][C@H:3]1[C:4]1[CH:9]=[CH:8][CH:7]=[CH:6][C:5]=1[CH3:10] |f:1.2|. Run in C1CCOC1 (THF), CCCCCC (hexane). The product is CC1([C@@H](NC(O1)=O)C1=C(C=CC=C1)C)C ((S)-5,5-dimethyl-4-(o-tolyl)oxazolidin-2-one). The reactants are OC([C@H](C1=C(C=CC=C1)C)NC(OC(C)(C)C)=O)(C)C ((S)-tert-butyl (2-hydroxy-2-methyl-1-(o-tolyl)propyl)carbamate), CC(C)([O-])C.[K+] (potassium tert-butoxide), CCOC(=O)C (EtOAc). Starting materials: C(C=C)(=O)O (acrylic acid), S1C=CC=C1 (thiophene), O1CCCC1 (Tetrahydrofuran). Conditions: temperature 700 celsius, time 24 hour. The product is C12C(CC(C=C1)S2)C(=O)O (7-thiabicyclo[2.2.1]hept-5-ene-2-carboxylic acid), Formula 142. Isolated yield 80.0%. As a reaction SMILES: [C:1]([OH:5])(=[O:4])[CH:2]=[CH2:3].[S:6]1C=CC=C1.O1[CH2:15][CH2:14][CH2:13][CH2:12]1>>[CH:3]12[S:6][CH:13]([CH:14]=[CH:15]1)[CH2:12][CH:2]2[C:1]([OH:5])=[O:4]. Procedure: Tetrahydrofuran solvent (500 g), acrylic acid (1.2 mole) and thiophene (1.0 mole) are introduced into a 2-liter flask. After stirring at 700° C. for 24 hours, the solvent and excessive acrylic acid are removed by using a rotary evaporator. The residue is distilled in vacuo to obtain pure 7-thiabicyclo[2.2.1]hept-5-ene-2-carboxylic acid of Chemical Formula 142 (yield: 80%). The reactants are CNC, CC(=O)O, CN(C)C=O, CCCC(=O)c1ccc(OC(C)(C)C(=O)O)c(Cl)c1Cl, Cl, O. The product is C=C(CC)C(=O)c1ccc(OC(C)(C)C(=O)O)c(Cl)c1Cl. As a reaction SMILES: [CH3:22][NH:23][CH3:24].[CH3:25][C:26](=[O:27])[OH:28].[CH3:29][N:30]([CH3:31])[CH:32]=[O:33].[Cl:1][c:2]1[c:3]([O:4][C:5]([C:6](=[O:7])[OH:8])([CH3:9])[CH3:10])[cH:11][cH:12][c:13]([C:16]([CH2:17][CH2:18][CH3:19])=[O:20])[c:14]1[Cl:15].[ClH:21].[OH2:34]>>[Cl:1][c:2]1[c:3]([O:4][C:5]([C:6](=[O:7])[OH:8])([CH3:9])[CH3:10])[cH:11][cH:12][c:13]([C:16]([C:17]([CH2:18][CH3:19])=[CH2:22])=[O:20])[c:14]1[Cl:15]. Reactants: Cl.ClC1=C(C#N)C=CC(=C1)C1=CC=NN1 (2-Chloro-4-(1H-pyrazol-5-yl)benzonitrile hydrochloride), C (charcoal), [OH-].[Na+] (NaOH). The solvent is CO (methanol). Conditions: time 10 minute. The product is ClC1=C(C#N)C=CC(=C1)C1=NNC=C1 (2-Chloro-4-(1H-pyrazol-3-yl)benzonitrile). Isolated yield 91.6%. RXN SMILES: Cl.[Cl:2][C:3]1[CH:10]=[C:9]([C:11]2[NH:15][N:14]=[CH:13][CH:12]=2)[CH:8]=[CH:7][C:4]=1[C:5]#[N:6].C.[OH-].[Na+]>CO>[Cl:2][C:3]1[CH:10]=[C:9]([C:11]2[CH:12]=[CH:13][NH:14][N:15]=2)[CH:8]=[CH:7][C:4]=1[C:5]#[N:6] |f:0.1,3.4|. Procedure: 2-Chloro-4-(1H-pyrazol-5-yl)benzonitrile hydrochloride (8 g, 33.3 mmol) was charged to the reaction flask and methanol (74 ml), activated charcoal (0.36 g) and celite (0.46 g) were added. The reaction mixture was refluxed for 1 h, filtered, and the solid was washed with warm methanol. A half of the methanol was distilled out and water (40 ml) was added at 55° C. slowly. 50% NaOH solution (1.916 ml, 36.7 mmol) was added slowly, the mixture was stirred for 10 min and cooled to RT. MeOH was evapora... The reactants are ClC1=C(CC2=CC=C(C=C2)N)C=CC=C1Cl (4-(2,3-dichlorobenzyl)phenylamine), C(C)OC=C(C(=O)OCC)C(=O)OCC (diethyl ethoxymethylenemalonate). Run in C1(=CC=CC=C1)C (toluene). Run at temperature 250 celsius. The product is ClC1=C(CC=2C=C3C(C(=CNC3=CC2)C(=O)OCC)=O)C=CC=C1Cl (ethyl 6-(2,3-dichlorobenzyl)-1,4-dihydro-4-oxo-3-quinolinecarboxylate). Yield: 67.6%. RXN SMILES: [Cl:1][C:2]1[C:15]([Cl:16])=[CH:14][CH:13]=[CH:12][C:3]=1[CH2:4][C:5]1[CH:10]=[CH:9][C:8]([NH2:11])=[CH:7][CH:6]=1.C([O:19][CH:20]=[C:21]([C:27](OCC)=O)[C:22]([O:24][CH2:25][CH3:26])=[O:23])C>C1(C)C=CC=CC=1>[Cl:1][C:2]1[C:15]([Cl:16])=[CH:14][CH:13]=[CH:12][C:3]=1[CH2:4][C:5]1[CH:6]=[C:7]2[C:8](=[CH:9][CH:10]=1)[NH:11][CH:27]=[C:21]([C:22]([O:24][CH2:25][CH3:26])=[O:23])[C:20]2=[O:19]. Procedure: 4-(2,3-Dichlorobenzyl)phenylamine (10.0 g, 39.7 mmol) obtained in Step 2 was dissolved in toluene (100 ml) and diethyl ethoxymethylenemalonate (8.8 ml, 43.7 mmol) was added. The mixture was heated under reflux for 3 hrs. The reaction solution was concentrated under reduced pressure, and diphenyl ether (100 ml) was added to dissolve the residue. The mixture was stirred with heating at 250° C. for 3 hrs. After allowing the mixture to cool, n-hexane was added to the reaction solution and the precip...